Dataset: the Open Reaction Database (ORD), a public repository of structured organic reaction records. Task: describe an organic reaction: reactants, conditions, products, and yield Reactants: FC1=CC=C(C=C1)CC1=CN=C2C(=C(C(N(C2=C1)CCN1C(CCCC1)=O)=O)C(=O)OCC)O (ethyl 7-[(4-fluorophenyl)methyl]-4-hydroxy-2-oxo-1-[2-(2-oxo-1-piperidinyl)ethyl]-1,2-dihydro-1,5-naphthyridine-3-carboxylate), NCC(C)O (1-amino-2-propanol). Yields the product FC1=CC=C(C=C1)CC1=CN=C2C(=C(C(N(C2=C1)CCN1C(CCCC1)=O)=O)C(=O)NCC(C)O)O (7-[(4-Fluorophenyl)methyl]-4-hydroxy-N-(2-hydroxypropyl)-2-oxo-1-[2-(2-oxo-1-piperidinyl)ethyl]-1,2-dihydro-1,5-naphthyridine-3-carboxamide). As a reaction SMILES: [F:1][C:2]1[CH:7]=[CH:6][C:5]([CH2:8][C:9]2[CH:18]=[C:17]3[C:12]([C:13]([OH:34])=[C:14]([C:29](OCC)=[O:30])[C:15](=[O:28])[N:16]3[CH2:19][CH2:20][N:21]3[CH2:26][CH2:25][CH2:24][CH2:23][C:22]3=[O:27])=[N:11][CH:10]=2)=[CH:4][CH:3]=1.[NH2:35][CH2:36][CH:37]([OH:39])[CH3:38]>>[F:1][C:2]1[CH:7]=[CH:6][C:5]([CH2:8][C:9]2[CH:18]=[C:17]3[C:12]([C:13]([OH:34])=[C:14]([C:29]([NH:35][CH2:36][CH:37]([OH:39])[CH3:38])=[O:30])[C:15](=[O:28])[N:16]3[CH2:19][CH2:20][N:21]3[CH2:26][CH2:25][CH2:24][CH2:23][C:22]3=[O:27])=[N:11][CH:10]=2)=[CH:4][CH:3]=1. Procedure details: This compound was prepared from ethyl 7-[(4-fluorophenyl)methyl]-4-hydroxy-2-oxo-1-[2-(2-oxo-1-piperidinyl)ethyl]-1,2-dihydro-1,5-naphthyridine-3-carboxylate and 1-amino-2-propanol using methods similar to Example 563 to provide a white solid: 1H NMR (CDCl3) δ 10.42 (1H, b), 8.56 (1H, s), 8.30 (1H, s), 7.25 (2H, dd, J=5, 9 Hz), 6.99 (2H, dd, J=9 Hz), 4.39 (2H, t, J=7 Hz), 4.16 (2H, s), 4.04-4.12 (1H, m), 3.60-3.67 (1H, m), 3.54 (2H, t, J=8 Hz), 3.34-3.42 (3H, m), 2.36 (2H, b), 1.73-1.80 (4H, m),... The reactants are O=C([O-])[O-], Cc1c(F)cccc1[N+](=O)[O-], [K+], [K+], [K+], O=[Mn](=O)(=O)[O-], O=[Mn](=O)(=O)[O-], O. Yields the product O=C(O)c1c(F)cccc1[N+](=O)[O-]. RXN SMILES: [C:12]([O-:13])([O-:14])=[O:15].[F:1][c:2]1[cH:3][cH:4][cH:5][c:6]([N+:9](=[O:10])[O-:11])[c:7]1[CH3:8].[K+:16].[K+:17].[K+:23].[Mn:18]([O-:19])(=[O:20])(=[O:21])=[O:22].[O-:24][Mn:25](=[O:26])(=[O:27])=[O:28].[OH2:29]>>[F:1][c:2]1[cH:3][cH:4][cH:5][c:6]([N+:9](=[O:10])[O-:11])[c:7]1[C:12]([OH:13])=[O:15]. The reactants are C(CCC)N=C=O (n-butylisocyanate), C(CN)N (ethylenediamine). Solvent: CCOCC (Et2O), C(C)(C)O (isopropanol). Reaction conditions: temperature 25 celsius, time 3 hour. Product: C(CCC)NC(=O)NCCN (1-(n-Butyl)-3-(2-aminoethyl)urea). Isolated yield 61.8%. As a reaction SMILES: [CH2:1]([N:5]=[C:6]=[O:7])[CH2:2][CH2:3][CH3:4].[CH2:8]([NH2:11])[CH2:9][NH2:10]>CCOCC.C(O)(C)C>[CH2:1]([NH:5][C:6]([NH:10][CH2:9][CH2:8][NH2:11])=[O:7])[CH2:2][CH2:3][CH3:4]. Reported procedure: A solution of n-butylisocyanate (19.83 g, 0.2 m) in Et2O (50 ml) was added over 40 minutes to a vigorously stirred solution of ethylenediamine (48.08 g, 0.8 m) in isopropanol (1000 ml). After stirring at 25° C. for 3 hours, and standing for about 16 hours, the mixture was filtered and the filtrate evaporated to dryness under reduced pressure initially using water aspiration and finally high vacuum at 70° C. The residue was stirred for 1 hour in 12N HCl (20 ml) and H2O (200 ml), filtered and the ... The reactants are C(C1=CC=CC=C1)N1C(=CC2=CC(=CC=C12)Cl)C(C(C)C)N(C(C1=CC=CC=C1)=O)CCCN1C(C2=CC=CC=C2C1=O)=O (N-(1-(1-benzyl-5-chloro-1H-indol-2-yl)-2-methylpropyl)-N-(3-(1,3-dioxoisoindolin-2-yl)propyl)benzamide), NN (hydrazine), O (water). Solvent: CCO (EtOH). Conditions: time 2 hour. Yields the product NCCCN(C(C1=CC=CC=C1)=O)C(C(C)C)C=1N(C2=CC=C(C=C2C1)Cl)CC1=CC=CC=C1 (N-(3-aminopropyl)-N-[1-(1-benzyl-5-chloro-1H-indol-2-yl)-2-methylpropyl]benzamide). As a reaction SMILES: [CH2:1]([N:8]1[C:16]2[C:11](=[CH:12][C:13]([Cl:17])=[CH:14][CH:15]=2)[CH:10]=[C:9]1[CH:18]([N:22]([CH2:31][CH2:32][CH2:33][N:34]1C(=O)C2C(=CC=CC=2)C1=O)[C:23](=[O:30])[C:24]1[CH:29]=[CH:28][CH:27]=[CH:26][CH:25]=1)[CH:19]([CH3:21])[CH3:20])[C:2]1[CH:7]=[CH:6][CH:5]=[CH:4][CH:3]=1.NN.O>CCO>[NH2:34][CH2:33][CH2:32][CH2:31][N:22]([CH:18]([C:9]1[N:8]([CH2:1][C:2]2[CH:3]=[CH:4][CH:5]=[CH:6][CH:7]=2)[C:16]2[C:11]([CH:10]=1)=[CH:12][C:13]([Cl:17])=[CH:14][CH:15]=2)[CH:19]([CH3:21])[CH3:20])[C:23](=[O:30])[C:24]1[CH:29]=[CH:28][CH:27]=[CH:26][CH:25]=1. Procedure details: To a solution of product of step 10 (50 mg) in 1 mL of EtOH was added hydrazine (0.1 mL). The mixture was stirred at room temperature for 2 h. The solution was poured into water, and extracted with EtOAc (×3). The organic layers were combined, washed with 10% NaOH aq., H2O (×3), brine (×3), dried (Na2SO4), filtered, and the filtrate was concentrated. The material was purified preparatory HPLC to give N-(3-aminopropyl)-N-[1-(1-benzyl-5-chloro-1H-indol-2-yl)-2-methylpropyl]benzamide. The reactants are C1(CC1)N1C=C(C(C2=C(C(=C(C(=C12)F)F)F)C)=O)C(=O)OCC (ethyl 1-cyclopropyl-6,7,8-trifluoro-5-methyl-1,4-dihydro-4-oxoquinoline-3-carboxylate), Cl (hydrochloric acid). The solvent is C(C)(=O)O (acetic acid). Yields the product C1(CC1)N1C=C(C(C2=C(C(=C(C(=C12)F)F)F)C)=O)C(=O)O (1-cyclopropyl-6,7,8-trifluoro-5-methyl-1,4,-dihydro-4-oxoquinoline-3-carboxylic acid). The yield is 92.6%. Reaction SMILES: [CH:1]1([N:4]2[C:13]3[C:8](=[C:9]([CH3:17])[C:10]([F:16])=[C:11]([F:15])[C:12]=3[F:14])[C:7](=[O:18])[C:6]([C:19]([O:21]CC)=[O:20])=[CH:5]2)[CH2:3][CH2:2]1.Cl>C(O)(=O)C>[CH:1]1([N:4]2[C:13]3[C:8](=[C:9]([CH3:17])[C:10]([F:16])=[C:11]([F:15])[C:12]=3[F:14])[C:7](=[O:18])[C:6]([C:19]([OH:21])=[O:20])=[CH:5]2)[CH2:2][CH2:3]1. Procedure: To ethyl 1-cyclopropyl-6,7,8-trifluoro-5-methyl-1,4-dihydro-4-oxoquinoline-3-carboxylate (4.10 g) are added 90% acetic acid--conc. hydrochloric acid (4:1, 81.25 ml) and the mixture is refluxed for 2 hours. After cooling, the precipitated crystals are isolated, washed with water, ethanol, and diethyl ether in this order to give 1-cyclopropyl-6,7,8-trifluoro-5-methyl-1,4,-dihydro-4-oxoquinoline-3-carboxylic acid (3.47 g), as white needles, m.p. 218°-220° C. Starting materials: ClC1=NC2=CC=C(C(=C2C=C1)NC(CC1CCCCC1)=O)Cl (N-(2,6-dichloro-5-quinolinyl)-cyclohexaneacetamide), Example 1 ( a ), N1(CCNCC1)CC(=O)OCC (1-piperazineacetic acid, ethyl ester). The product is ClC=1C(=C2C=CC(=NC2=CC1)N1CCN(CC1)CC(=O)OCC)NC(CC1CCCCC1)=O (4-[6-Chloro-5-[(cyclohexylacetyl)amino]-2-quinolinyl]-1-piperazineacetic Acid, Ethyl Ester). Yield: 64.2%. Reaction SMILES: Cl[C:2]1[CH:11]=[CH:10][C:9]2[C:4](=[CH:5][CH:6]=[C:7]([Cl:22])[C:8]=2[NH:12][C:13](=[O:21])[CH2:14][CH:15]2[CH2:20][CH2:19][CH2:18][CH2:17][CH2:16]2)[N:3]=1.[N:23]1([CH2:29][C:30]([O:32][CH2:33][CH3:34])=[O:31])[CH2:28][CH2:27][NH:26][CH2:25][CH2:24]1>>[Cl:22][C:7]1[C:8]([NH:12][C:13](=[O:21])[CH2:14][CH:15]2[CH2:20][CH2:19][CH2:18][CH2:17][CH2:16]2)=[C:9]2[C:4](=[CH:5][CH:6]=1)[N:3]=[C:2]([N:26]1[CH2:25][CH2:24][N:23]([CH2:29][C:30]([O:32][CH2:33][CH3:34])=[O:31])[CH2:28][CH2:27]1)[CH:11]=[CH:10]2. Reported procedure: Prepared according to the method of example 30, using N-(2,6-dichloro-5-quinolinyl)-cyclohexaneacetamide (Example 1 (a)) (200 mg) and 1-piperazineacetic acid, ethyl ester (310 mg) to afford the sub-title compound as a solid (180 mg).